From a dataset of the Open Reaction Database (ORD), a public repository of structured organic reaction records. describe an organic reaction: reactants, conditions, products, and yield Reactants: CCO, CONC(=N)c1ccc(CN=[N+]=[N-])cc1. The product is CONC(=N)c1ccc(CN)cc1. Reaction SMILES: [CH3:16][CH2:17][OH:18].[N:1](=[N+:2]=[N-:3])[CH2:4][c:5]1[cH:6][cH:7][c:8]([C:9](=[NH:10])[NH:11][O:12][CH3:13])[cH:14][cH:15]1>>[NH2:1][CH2:4][c:5]1[cH:6][cH:7][c:8]([C:9](=[NH:10])[NH:11][O:12][CH3:13])[cH:14][cH:15]1. Reactants: C(C)(C)(C)NC1=NC=CC=C1C(=O)NC1=C(C(=CC=C1)F)F (2-(tert-butylamino)-N-(2,3-difluorophenyl)pyridine-3-carboxamide), C(C)(C)(C)NC1=NC=CC=C1C1=NN=NN1C1=C(C(=CC=C1)Cl)F (N-tert-butyl-3-(1-(3-chloro-2-fluorophenyl)-1H-tetrazol-5-yl)pyridin-2-amine), Cl (HCl), N(=O)[O-].[Na+] (NaNO2), C(C)(C)(C)NC1=NC=CC=C1C1=NN=NN1C1=C(C(=CC=C1)Cl)Cl (N-tert-butyl-3-(1-(2,3-dichlorophenyl)-1H-tetrazol-5-yl)pyridin-2-amine), COC=1C=CC(=CC1)P2(=S)SP(=S)(S2)C=3C=CC(=CC3)OC (Lawesson's reagent), [OH-].[Na+] (NaOH). Solvent: C1(=CC=CC=C1)C (toluene), O (water). Reaction conditions: temperature 90 celsius, time 2 hour. The product is C(C)(C)(C)NC1=NC=CC=C1C(=O)NC1=C(C(=CC=C1)Cl)Cl (2-(tert-butylamino)-N-(2,3-dichlorophenyl)pyridine-3-carboxamide), C(C)(C)(C)NC1=NC=CC=C1C(=O)NC1=C(C(=CC=C1)Cl)F (2-(tert-butylamino)-N-(3-chloro-2-fluorophenyl)pyridine-3-carboxamide). As a reaction SMILES: C(NC1C(C(NC2C=CC=C(F)C=2F)=[O:13])=CC=CN=1)(C)(C)C.C[O:24]C1C=CC(P2(SP(C3C=CC(OC)=CC=3)(=S)S2)=S)=CC=1.Cl.N([O-])=O.[Na+].[OH-].[Na+].[C:52]([NH:56][C:57]1[C:62]([C:63]2[N:67]([C:68]3[CH:73]=[CH:72][CH:71]=[C:70]([Cl:74])[C:69]=3[Cl:75])N=NN=2)=[CH:61][CH:60]=[CH:59][N:58]=1)([CH3:55])([CH3:54])[CH3:53].[C:76]([NH:80][C:81]1[C:86]([C:87]2[N:91]([C:92]3[CH:97]=[CH:96][CH:95]=[C:94]([Cl:98])[C:93]=3[F:99])N=NN=2)=[CH:85][CH:84]=[CH:83][N:82]=1)([CH3:79])([CH3:78])[CH3:77]>C1(C)C=CC=CC=1.O>[C:52]([NH:56][C:57]1[C:62]([C:63]([NH:67][C:68]2[CH:73]=[CH:72][CH:71]=[C:70]([Cl:74])[C:69]=2[Cl:75])=[O:13])=[CH:61][CH:60]=[CH:59][N:58]=1)([CH3:55])([CH3:54])[CH3:53].[C:76]([NH:80][C:81]1[C:86]([C:87]([NH:91][C:92]2[CH:97]=[CH:96][CH:95]=[C:94]([Cl:98])[C:93]=2[F:99])=[O:24])=[CH:85][CH:84]=[CH:83][N:82]=1)([CH3:79])([CH3:78])[CH3:77] |f:3.4,5.6|. Reported procedure: Crude 2-(tert-butylamino)-N-(2,3-difluorophenyl)pyridine-3-carboxamide (1.5 g) was dissolved in dry toluene (24 mL), combined with Lawesson's reagent (1.4 g, 0.7 eq), heated at 90° C. for 10 hours, then evaporated to near dryness. The residue was diluted DCM (20 mL) and EtOH (20 mL) and treated with NH2NH2. The mixture was stirred at RT for 2 hours then concentrated in vacuo. The residue was diluted with Et2O and washed with sat NaHCO3 three times. The Et2O layer washed with 6N HCl solution (2×2...